From a dataset of the Open Reaction Database (ORD), a public repository of structured organic reaction records. describe an organic reaction: reactants, conditions, products, and yield Starting materials: CC(C)(C)[Si](C)(C)Cl, CC(C)(C)OC(=O)N1CCC(c2ccc(S(=O)(=O)c3ccc(O)cc3)cc2)C1, CN(C)c1ccncc1, ClCCl, [K+], [Na+], [Na+], O=S(=O)([O-])[O-], O=S(=O)([O-])O. The product is CC(C)(C)OC(=O)N1CCC(c2ccc(S(=O)(=O)c3ccc(O[Si](C)(C)C(C)(C)C)cc3)cc2)C1. RXN SMILES: [C:1]([CH3:2])([CH3:3])([CH3:4])[Si:5]([Cl:6])([CH3:7])[CH3:8].[C:9]([CH3:10])([CH3:11])([CH3:12])[O:13][C:14](=[O:15])[N:16]1[CH2:17][CH:18]([c:21]2[cH:22][cH:23][c:24]([S:27](=[O:28])(=[O:29])[c:30]3[cH:31][cH:32][c:33]([OH:36])[cH:34][cH:35]3)[cH:25][cH:26]2)[CH2:19][CH2:20]1.[CH3:50][N:51]([c:52]1[cH:53][cH:54][n:55][cH:56][cH:57]1)[CH3:58].[Cl:59][CH2:60][Cl:61].[K+:42].[Na+:43].[Na+:44].[O-:45][S:46]([O-:47])(=[O:48])=[O:49].[S:37](=[O:38])(=[O:39])([OH:40])[O-:41]>>[C:1]([CH3:2])([CH3:3])([CH3:4])[Si:5]([CH3:7])([CH3:8])[O:36][c:33]1[cH:32][cH:31][c:30]([S:27]([c:24]2[cH:23][cH:22][c:21]([CH:18]3[CH2:17][N:16]([C:14]([O:13][C:9]([CH3:10])([CH3:11])[CH3:12])=[O:15])[CH2:20][CH2:19]3)[cH:26][cH:25]2)(=[O:28])=[O:29])[cH:35][cH:34]1. Reactants: C(C=1C(S)=CC=CC1)(=O)OC (methyl thiosalicylate), C[O-].[Na+] (sodium methoxide), ClCC#N (chloroacetonitrile). The solvent is CO (methanol), CO (methanol). Reaction conditions: temperature 0 celsius. Yields the product C(=O)(OC)C1=C(C=CC=C1)SCC#N (2-(2-carbomethoxyphenylthio)acetonitrile). The yield is 69.8%. As a reaction SMILES: [C:1]([O:10][CH3:11])(=[O:9])[C:2]1[C:3](=[CH:5][CH:6]=[CH:7][CH:8]=1)[SH:4].C[O-].[Na+].Cl[CH2:16][C:17]#[N:18]>CO>[C:1]([C:2]1[CH:8]=[CH:7][CH:6]=[CH:5][C:3]=1[S:4][CH2:16][C:17]#[N:18])([O:10][CH3:11])=[O:9] |f:1.2|. Reported procedure: A solution of methyl thiosalicylate (164 g, 0.975 mol) in methanol (1.1 L) was added in one portion to a cold solution of freshly prepared sodium methoxide (from 25.5 g, 1.1 mol Na-metal in methanol, 1.1 L). The salt solution was cooled to 0° C. and a cold (0° C.) solution of chloroacetonitrile (83.7 g, 1.1 mol) in methanol (0.5 L) was added in one portion with stirring. After several minutes a strong precipitate appeared. After standing for several days at room temperature, the precipitate was ... The reactants are ClC=1C=C(N)C=C(C1)Cl (3,5-dichloroaniline), ClC(C=O)(Cl)Cl (trichloroacetaldehyde), Cl.NO (hydroxylamine hydrochloride), S(=O)(=O)([O-])[O-].[Na+].[Na+] (sodium sulfate). The solvent is O (H2O), Cl (HCl), O (H2O), O (H2O). Product: C1=CC=C(C=C1)NC(=O)/C=N/O (isonitrosoacetanilide). RXN SMILES: Cl[C:2](Cl)(Cl)[CH:3]=[O:4].S([O-])([O-])(=O)=O.[Na+].[Na+].Cl[C:15]1[CH:16]=[C:17]([CH:19]=[C:20](Cl)[CH:21]=1)[NH2:18].Cl.[NH2:24][OH:25]>O.Cl>[CH:21]1[CH:20]=[CH:19][C:17]([NH:18][C:3](/[CH:2]=[N:24]/[OH:25])=[O:4])=[CH:16][CH:15]=1 |f:1.2.3,5.6|. Procedure: To a solution of trichloroacetaldehyde monohydate (13.25 g, 1.3 eq) in H2O (150 mL) was successively added sodium sulfate (17.55 g, 4.0 eq), a hot solution (ca. 80° C.) of 3,5-dichloroaniline (10.0 g, 61.5 mmol) in H2O (50 mL) and 37% HCl (6.1 mL), and a solution of hydroxylamine hydrochloride (16.3 g, 3.8 eq) in H2O (75 mL) with rapid stirring. Once the addition was completed the reaction mixture was heated at reflux for 2 minutes and then allowed to cool to room temperature. The resulting ligh... The reactants are NC1=C(C=C(C=C1)C1=CC=C(C=C1)C(CCC(=O)O)=O)Br (4-(4'-amino-3'-bromo-4-biphenyly)-4-oxo-butyric acid), C1(CCCCC1)N (cyclohexylamine). The product is NC1=C(C=C(C=C1)C1=CC=C(C=C1)C(CCC(=O)O)O)Br (4-(4'-Amino-3'-bromo-4-biphenylyl)-4-hydroxy-butyric acid). Isolated yield 67.0%. As a reaction SMILES: [NH2:1][C:2]1[CH:7]=[CH:6][C:5]([C:8]2[CH:13]=[CH:12][C:11]([C:14](=[O:20])[CH2:15][CH2:16][C:17]([OH:19])=[O:18])=[CH:10][CH:9]=2)=[CH:4][C:3]=1[Br:21].C1(N)CCCCC1>>[NH2:1][C:2]1[CH:7]=[CH:6][C:5]([C:8]2[CH:9]=[CH:10][C:11]([CH:14]([OH:20])[CH2:15][CH2:16][C:17]([OH:19])=[O:18])=[CH:12][CH:13]=2)=[CH:4][C:3]=1[Br:21]. Procedure: Prepared analogous to Example 25 by reduction of 4-(4'-amino-3'-bromo-4-biphenyly)-4-oxo-butyric acid. Yield: 67%; m.p. 112°-113° C. (decomp.). Melting point of the cyclohexylamine salt: 183° C. Reactants: O=C(O)c1cccc(Cl)c1Cl, Cl[Cu], N, [Na+], [OH-], O. Product: Nc1c(Cl)cccc1C(=O)O. Reaction SMILES: [Cl:1][c:2]1[c:3]([C:4](=[O:5])[OH:6])[cH:7][cH:8][cH:9][c:10]1[Cl:11].[Cu:15][Cl:16].[NH3:14].[Na+:13].[OH-:12].[OH2:17]>>[c:2]1([NH2:14])[c:3]([C:4](=[O:5])[OH:6])[cH:7][cH:8][cH:9][c:10]1[Cl:11].